This data is from the Open Reaction Database (ORD), a public repository of structured organic reaction records. The task is: describe an organic reaction: reactants, conditions, products, and yield Reactants: C(C1=CC=CC=C1)N1C(=CC2=NC(=CC=C21)Cl)C=2SC=CC2 (1-Benzyl-5-chloro-2-(2-thienyl)-1H-pyrrolo[3,2-b]pyridine), N(NC(=O)OC(C)(C)C)C(=O)OC(C)(C)C (di-tert-butyl hydrazine-1,2-dicarboxylate), C(=O)([O-])[O-].[Cs+].[Cs+] (Cs2CO3). The reagents and catalysts are C1(CCCCC1)P(C1=C(C=CC=C1)C1=C(C=C(C=C1C(C)C)C(C)C)C(C)C)C1CCCCC1.NC1=C(C=CC=C1)C1=C(C=CC=C1)[Pd]Cl (dicyclohexyl(2′,4′,6′-triisopropylbiphenyl-2-yl)phosphine (2′-aminobiphenyl-2-yl)(chloro)palladium). The solvent is C1(=CC=CC=C1)C (toluene). Conditions: temperature 120 celsius, time 8 hour. Product: C(C1=CC=CC=C1)N1C(=CC2=NC(=CC=C21)N(NC(=O)OC(C)(C)C)C(=O)OC(C)(C)C)C=2SC=CC2 (di-tert-butyl 1-[1-benzyl-2-(2-thienyl)-1H-pyrrolo[3,2-b]pyridin-5-yl]hydrazine-1,2-dicarboxylate). Yield: 22.8%. As a reaction SMILES: [CH2:1]([N:8]1[C:16]2[C:11](=[N:12][C:13](Cl)=[CH:14][CH:15]=2)[CH:10]=[C:9]1[C:18]1[S:19][CH:20]=[CH:21][CH:22]=1)[C:2]1[CH:7]=[CH:6][CH:5]=[CH:4][CH:3]=1.[NH:23]([C:32]([O:34][C:35]([CH3:38])([CH3:37])[CH3:36])=[O:33])[NH:24][C:25]([O:27][C:28]([CH3:31])([CH3:30])[CH3:29])=[O:26].C([O-])([O-])=O.[Cs+].[Cs+]>C1(C)C=CC=CC=1.C1(P(C2CCCCC2)C2C=CC=CC=2C2C(C(C)C)=CC(C(C)C)=CC=2C(C)C)CCCCC1.NC1C=CC=CC=1C1C=CC=CC=1[Pd]Cl>[CH2:1]([N:8]1[C:16]2[C:11](=[N:12][C:13]([N:23]([C:32]([O:34][C:35]([CH3:38])([CH3:37])[CH3:36])=[O:33])[NH:24][C:25]([O:27][C:28]([CH3:29])([CH3:30])[CH3:31])=[O:26])=[CH:14][CH:15]=2)[CH:10]=[C:9]1[C:18]1[S:19][CH:20]=[CH:21][CH:22]=1)[C:2]1[CH:7]=[CH:6][CH:5]=[CH:4][CH:3]=1 |f:2.3.4,6.7|. Procedure: 1-Benzyl-5-chloro-2-(2-thienyl)-1H-pyrrolo[3,2-b]pyridine (84 mg, 0.26 mmol, from Step 1), di-tert-butyl hydrazine-1,2-dicarboxylate (90 mg, 0.39 mmol) and Cs2CO3 (130 mg, 0.39 mmol) were combined in toluene (5.0 mL) and dicyclohexyl(2′,4′,6′-triisopropylbiphenyl-2-yl)phosphine-(2′-aminobiphenyl-2-yl)(chloro)palladium (1:1) (20 mg, 0.026 mmol) was added. The mixture was degassed by a stream of nitrogen through the solution for 10 minutes. The reaction was stirred at 120° C. overnight. The mixtur... The reactants are [Cl-].[Ce+3].[Cl-].[Cl-] (cerium chloride), aqueous solution, C(C)(=O)O (acetic acid), C[Li] (methyllithium), C(C1=CC=CC=C1)OC(=O)N[C@H]1[C@H](CC(CC1)=O)NC(=O)OCC1=CC=CC=C1 ((±)-cis-N1,N2-bis(benzyloxycarbonyl)-4-oxo-1,2-cyclohexanediamine). Run in C(C)OCC (diethyl ether), O1CCCC1 (tetrahydrofuran), O1CCCC1 (tetrahydrofuran). Conditions: temperature -78 celsius, time 30 minute. Yields the product C(C1=CC=CC=C1)OC(=O)N[C@H]1[C@H](CC(CC1)(C)O)NC(=O)OCC1=CC=CC=C1 ((1R*,2S*)-N1,N2-Bis(benzyloxycarbonyl)-4-hydroxy-4-methyl-1,2-cyclohexanediamine). Reaction SMILES: [Cl-].[Ce+3].[Cl-].[Cl-].C[Li].[CH2:7]([O:14][C:15]([NH:17][C@@H:18]1[CH2:23][CH2:22][C:21](=[O:24])[CH2:20][C@@H:19]1[NH:25][C:26]([O:28][CH2:29][C:30]1[CH:35]=[CH:34][CH:33]=[CH:32][CH:31]=1)=[O:27])=[O:16])[C:8]1[CH:13]=[CH:12][CH:11]=[CH:10][CH:9]=1.[C:36](O)(=O)C>O1CCCC1.C(OCC)C>[CH2:7]([O:14][C:15]([NH:17][C@@H:18]1[CH2:23][CH2:22][C:21]([OH:24])([CH3:36])[CH2:20][C@@H:19]1[NH:25][C:26]([O:28][CH2:29][C:30]1[CH:35]=[CH:34][CH:33]=[CH:32][CH:31]=1)=[O:27])=[O:16])[C:8]1[CH:9]=[CH:10][CH:11]=[CH:12][CH:13]=1 |f:0.1.2.3|. Procedure: Anhydrous cerium chloride (6.4 g) was suspended in tetrahydrofuran (50 ml), and the suspension was cooled to −78° C. in an argon atmosphere. A methyllithium solution (1.14N diethyl ether solution, 22.5 ml) was added to the suspension, and the mixture was stirred at −78° C. for 30 minutes. A tetrahydrofuran solution (50 ml) of (±)-cis-N1,N2-bis(benzyloxycarbonyl)-4-oxo-1,2-cyclohexanediamine (3.0 g) was added dropwise at −78° C., and the mixture was stirred for 30 minutes. The reaction mixture wa... Starting materials: ClC=1C=C(C(=CC1Cl)N)N (4,5-Dichloro-benzene-1,2-diamine), C([O-])(O)=O.[Na+] (sodium bicarbonate), FC(CC(=O)O)(F)F (3,3,3-trifluoro-propionic acid), Cl (HCl). Solvent: C(C)(=O)OCC (ethyl acetate), O (water). Run at temperature 108 celsius. Product: ClC1=CC2=C(NC(=N2)CC(F)(F)F)C=C1Cl (5,6-Dichloro-2-(2,2,2-trifluoro-ethyl)-1H-benzoimidazole). As a reaction SMILES: [Cl:1][C:2]1[CH:3]=[C:4]([NH2:10])[C:5]([NH2:9])=[CH:6][C:7]=1[Cl:8].[F:11][C:12]([F:18])([F:17])[CH2:13][C:14](O)=O.Cl.C(=O)(O)[O-].[Na+]>C(OCC)(=O)C.O>[Cl:1][C:2]1[C:7]([Cl:8])=[CH:6][C:5]2[NH:9][C:14]([CH2:13][C:12]([F:18])([F:17])[F:11])=[N:10][C:4]=2[CH:3]=1 |f:3.4|. Reported procedure: 4,5-Dichloro-benzene-1,2-diamine (10.0114 g; 56.5520 mmoles) and 3,3,3-trifluoro-propionic acid (7.5 mL; 84.9 mmoles) were combined with 6N HCl (20 mL; 120 mmoles) and heated to 108° C. for 18 hrs. The reaction mixture was cooled to room temperature, diluted with ethyl acetate (200 mL) and water (200 mL), then then sodium bicarbonate (15.15 g; 180.3 mmoles) was added slowly and in portions to quench the reaction. The aqueous layer was separated and extracted with ethyl acetate (3×60 mL). The ext... Reactants: C1CCNC1, COC(=O)c1cnc(CCl)n1C, Cl. The product is COC(=O)c1cnc(CN2CCCC2)n1C. As a reaction SMILES: [CH2:14]1[CH2:15][CH2:16][NH:17][CH2:18]1.[CH3:2][O:3][C:4](=[O:5])[c:6]1[n:7]([CH3:13])[c:8]([CH2:11][Cl:12])[n:9][cH:10]1.[ClH:1]>>[CH3:2][O:3][C:4](=[O:5])[c:6]1[n:7]([CH3:13])[c:8]([CH2:11][N:17]2[CH2:16][CH2:15][CH2:14][CH2:18]2)[n:9][cH:10]1. Reactants: CON(C(CC1=CC=C(C=C1)OC)=O)C (N-methoxy-N-methyl-2(4-methoxyphenyl)acetamide), [Li]C(C)CC (sec-BuLi), BrC1=CC=C(C=C1)C(F)(F)F (4-bromobenzotrifluoride). The solvent is C1CCOC1 (THF), C1CCOC1 (THF), C1CCOC1 (THF). Reaction conditions: time 20 minute. Product: COC1=CC=C(C=C1)CC(=O)C1=CC=C(C=C1)C(F)(F)F (2-(4-Methoxyphenyl)-1-[4-(trifluoromethyl)phenyl]ethanone). Isolated yield 101.0%. As a reaction SMILES: [Li]C(CC)C.Br[C:7]1[CH:12]=[CH:11][C:10]([C:13]([F:16])([F:15])[F:14])=[CH:9][CH:8]=1.CON(C)[C:20](=[O:30])[CH2:21][C:22]1[CH:27]=[CH:26][C:25]([O:28][CH3:29])=[CH:24][CH:23]=1>C1COCC1>[CH3:29][O:28][C:25]1[CH:26]=[CH:27][C:22]([CH2:21][C:20]([C:7]2[CH:12]=[CH:11][C:10]([C:13]([F:16])([F:15])[F:14])=[CH:9][CH:8]=2)=[O:30])=[CH:23][CH:24]=1. Procedure details: To a solution of sec-BuLi (1.3 M in THF, 22.6 mL, 29.5 mmole) in dry THF (50 mL) was added 4-bromobenzotrifluoride (3.3 g, 14.7 mmole) in dry THF (20 mL) dropwise at −78° C. After 20 min, N-methoxy-N-methyl-2(4-methoxyphenyl)acetamide (1.5 g, 7.4 mmole) in dry THF (20 mL) was added dropwise. After 1 hr the mixture was quenched with saturated NH4Cl (10 mL), warmed to RT, and extracted with Et2O (3×20 mL). The combined organic layers were dried over MgSO4, filtered, and concentrated. The residue w...